Dataset: the Open Reaction Database (ORD), a public repository of structured organic reaction records. Task: describe an organic reaction: reactants, conditions, products, and yield Starting materials: C1CCOC1, CC(C)[N-]C(C)C, CSSC, Fc1cccc(-c2ccc(C(F)(F)F)cc2)n1, [Li+]. The product is CSc1ccc(-c2ccc(C(F)(F)F)cc2)nc1F. As a reaction SMILES: [CH2:30]1[O:31][CH2:32][CH2:33][CH2:34]1.[CH3:19][CH:20]([N-:21][CH:22]([CH3:23])[CH3:24])[CH3:25].[CH3:26][S:27][S:28][CH3:29].[F:1][c:2]1[n:3][c:4](-[c:8]2[cH:9][cH:10][c:11]([C:14]([F:15])([F:16])[F:17])[cH:12][cH:13]2)[cH:5][cH:6][cH:7]1.[Li+:18]>>[F:1][c:2]1[n:3][c:4](-[c:8]2[cH:9][cH:10][c:11]([C:14]([F:15])([F:16])[F:17])[cH:12][cH:13]2)[cH:5][cH:6][c:7]1[S:27][CH3:26].